The task is: describe an organic reaction: reactants, conditions, products, and yield. This data is from the Open Reaction Database (ORD), a public repository of structured organic reaction records. The reactants are C(C)(C)(C)OC(=O)N1CCO[C@H]([C@@H](C1)COC1=C(C(=O)O)C=CC=C1)C1=CC(=C(C=C1)Cl)Cl (2-{[(6S,7R)-4-(tert-butoxycarbonyl)-7-(3,4-dichlorophenyl)-1,4-oxazepan-6-yl]methoxy}benzoic acid), CS(=O)(=O)N (methanesulfonamide), Cl.CN(CCCN=C=NCC)C (N-[3-(dimethylamino)propyl]-N′-ethylcarbodiimide hydrochloride). The reagents and catalysts are CN(C)C1=CC=NC=C1 (N,N-dimethyl-4-aminopyridine). Run in CN(C)C=O (DMF), C(C)(=O)OCC (ethyl acetate). Reaction conditions: time 2 hour. The product is ClC=1C=C(C=CC1Cl)[C@H]1[C@@H](CN(CCO1)C(=O)OC(C)(C)C)COC1=C(C=CC=C1)C(NS(=O)(=O)C)=O (tert-butyl (6S,7R)-7-(3,4-dichlorophenyl)-6-({2-[(methylsulfonyl)carbamoyl]phenoxy}methyl)-1,4-oxazepane-4-carboxylate). Isolated yield 34.6%. As a reaction SMILES: [C:1]([O:5][C:6]([N:8]1[CH2:14][C@@H:13]([CH2:15][O:16][C:17]2[CH:25]=[CH:24][CH:23]=[CH:22][C:18]=2[C:19](O)=[O:20])[C@H:12]([C:26]2[CH:31]=[CH:30][C:29]([Cl:32])=[C:28]([Cl:33])[CH:27]=2)[O:11][CH2:10][CH2:9]1)=[O:7])([CH3:4])([CH3:3])[CH3:2].[CH3:34][S:35]([NH2:38])(=[O:37])=[O:36].Cl.CN(C)CCCN=C=NCC>CN(C=O)C.CN(C1C=CN=CC=1)C.C(OCC)(=O)C>[Cl:33][C:28]1[CH:27]=[C:26]([C@@H:12]2[O:11][CH2:10][CH2:9][N:8]([C:6]([O:5][C:1]([CH3:4])([CH3:3])[CH3:2])=[O:7])[CH2:14][C@H:13]2[CH2:15][O:16][C:17]2[CH:25]=[CH:24][CH:23]=[CH:22][C:18]=2[C:19](=[O:20])[NH:38][S:35]([CH3:34])(=[O:37])=[O:36])[CH:31]=[CH:30][C:29]=1[Cl:32] |f:2.3|. Reported procedure: To a solution of 2-{[(6S,7R)-4-(tert-butoxycarbonyl)-7-(3,4-dichlorophenyl)-1,4-oxazepan-6-yl]methoxy}benzoic acid (100 mg) in DMF (1 ml) were added methanesulfonamide (38.3 mg), N-[3-(dimethylamino)propyl]-N′-ethylcarbodiimide hydrochloride (62.5 mg) and N,N-dimethyl-4-aminopyridine (49.2 mg) at room temperature, and the mixture was stirred at room temperature for 2 hr. The reaction mixture was diluted with ethyl acetate. The diluted solution was washed with distilled water and brine, and dried...